Task: describe an organic reaction: reactants, conditions, products, and yield. Dataset: the Open Reaction Database (ORD), a public repository of structured organic reaction records Reaction SMILES: CC(O[CH2:5][C:6]1[CH2:15][S:14][C@@H:9]2[C@H:10]([NH2:13])[C:11](=[O:12])[N:8]2[C:7]=1[C:16]([OH:18])=[O:17])=O.O.[CH3:20][N:21]([CH3:31])[C:22]([CH2:24][C:25]1[S:26][C:27]([SH:30])=[N:28][N:29]=1)=[O:23].P(Cl)(Cl)(OP(Cl)(Cl)=O)=O>C(#N)C>[NH2:13][CH:10]1[C:11](=[O:12])[N:8]2[C:7]([C:16]([OH:18])=[O:17])=[C:6]([CH2:5][S:30][C:27]3[S:26][C:25]([CH2:24][C:22]([N:21]([CH3:20])[CH3:31])=[O:23])=[N:29][N:28]=3)[CH2:15][S:14][C@H:9]12. Reaction conditions: temperature 10 celsius. Reported procedure: Mixed were 1.36 g of 7-ACA, 0.36 g of water and 1.32 g of 2-dimethylaminocarbonylmethyl-5-mercapto-1,3,4-thiadiazole, and 6.5 ml of acetonitrile was added. 5.04 g of diphosphoryl tetrachloride was added through a dropping funnel to the mixture at -20° to -30° C., followed by rinsing the funnel with 1.5 ml of acetonitrile. The reaction mixture was warmed at 10° C. over a period of 5 minutes with stirring, placed in a warm water bath of 40° C. and stirred at the same temperature for 20 minutes. Th... Reactants: CC(=O)OCC1=C(N2[C@@H]([C@@H](C2=O)N)SC1)C(=O)O (7-ACA), P(=O)(OP(=O)(Cl)Cl)(Cl)Cl (diphosphoryl tetrachloride), O (water), CN(C(=O)CC=1SC(=NN1)S)C (2-dimethylaminocarbonylmethyl-5-mercapto-1,3,4-thiadiazole). Product: NC1[C@@H]2N(C(=C(CS2)CSC2=NN=C(S2)CC(=O)N(C)C)C(=O)O)C1=O (7-amino-3-(2-dimethylaminocarbonylmethyl-1,3,4-thiadiazol-5-yl)thiomethyl-3-cephem-4-carboxylic acid). The yield is 87.7%. Solvent: C(C)#N (acetonitrile).